From a dataset of the Open Reaction Database (ORD), a public repository of structured organic reaction records. describe an organic reaction: reactants, conditions, products, and yield Reactants: C1(=CC=CC=C1)C1C(C1)C(=O)N=C=S (2-Phenyl-1-cyclopropanecarbonyl isothiocyanate), C1(=CC=CC=C1)C1C(C1)C(=O)Cl (2-phenyl-1-cyclopropanecarbonyl chloride), COC=1C=C2C(=CC=NC2=CC1OC)OC1=CC=C(N)C=C1 (4-[(6,7-Dimethoxy-4-quinolyl)oxy]aniline), C1(=CC=CC=C1)C (toluene). Run in C(C)O (ethanol), C(C)O (ethanol). Conditions: time 2 hour. Product: C1(=CC=CC=C1)C1C(C1)C(=O)N=C=S (2-Phenyl-1-cyclopropanecarbonyl isothiocyanate), COC=1C=C2C(=CC=NC2=CC1OC)OC1=CC=C(C=C1)NC(=S)NC(=O)C1C(C1)C1=CC=CC=C1 (N-{4-[(6,7-Dimethoxy-4-quinolyl)oxy]phenyl}-N′-[(2-phenylcyclopropyl)carbonyl]thiourea). Yield: 63.0%. As a reaction SMILES: C1(C2CC2C(Cl)=O)C=CC=CC=1.[C:13]1([CH:19]2[CH2:21][CH:20]2[C:22]([N:24]=[C:25]=[S:26])=[O:23])[CH:18]=[CH:17][CH:16]=[CH:15][CH:14]=1.[CH3:27][O:28][C:29]1[CH:30]=[C:31]2[C:36](=[CH:37][C:38]=1[O:39][CH3:40])[N:35]=[CH:34][CH:33]=[C:32]2[O:41][C:42]1[CH:48]=[CH:47][C:45]([NH2:46])=[CH:44][CH:43]=1.C1(C)C=CC=CC=1>C(O)C>[C:13]1([CH:19]2[CH2:21][CH:20]2[C:22]([N:24]=[C:25]=[S:26])=[O:23])[CH:18]=[CH:17][CH:16]=[CH:15][CH:14]=1.[CH3:27][O:28][C:29]1[CH:30]=[C:31]2[C:36](=[CH:37][C:38]=1[O:39][CH3:40])[N:35]=[CH:34][CH:33]=[C:32]2[O:41][C:42]1[CH:43]=[CH:44][C:45]([NH:46][C:25]([NH:24][C:22]([CH:20]2[CH2:21][CH:19]2[C:13]2[CH:18]=[CH:17][CH:16]=[CH:15][CH:14]=2)=[O:23])=[S:26])=[CH:47][CH:48]=1. Procedure: 2-Phenyl-1-cyclopropanecarbonyl isothiocyanate was prepared using commercially available 2-phenyl-1-cyclopropanecarbonyl chloride (80 mg) as a starting compound according to the description of the literature. 2-Phenyl-1-cyclopropanecarbonyl isothiocyanate was dissolved in ethanol (1 ml) to prepare a solution. 4-[(6,7-Dimethoxy-4-quinolyl)oxy]aniline (50 mg), toluene (5 ml), and ethanol (1 ml) were added to the solution, and the mixture was stirred at room temperature for 2 hr. The reaction solut...